From a dataset of the Open Reaction Database (ORD), a public repository of structured organic reaction records. describe an organic reaction: reactants, conditions, products, and yield The reactants are N1=C(C=NC=C1)C(C1=CC=CC=C1)=NO (Phenyl pyrazinyl ketone oxime), [H-].[Na+] (sodium hydride), CN(C=O)C (dimethyl formamide), ClCC#N (Chloroacetonitrile). Conditions: time 1 hour. The product is N1=C(C=NC=C1)C(=O)C1=CC=CC=C1 (phenyl pyrazinyl ketone), O-cyanomethyl oxime. Reaction SMILES: [N:1]1[CH:6]=[CH:5][N:4]=[CH:3][C:2]=1[C:7](=NO)[C:8]1[CH:13]=[CH:12][CH:11]=[CH:10][CH:9]=1.[H-].[Na+].ClCC#N.CN(C)C=[O:25]>>[N:1]1[CH:6]=[CH:5][N:4]=[CH:3][C:2]=1[C:7]([C:8]1[CH:13]=[CH:12][CH:11]=[CH:10][CH:9]=1)=[O:25] |f:1.2|. Reported procedure: Phenyl pyrazinyl ketone oxime (8.0 g) was stirred in 100 ml of dimethyl formamide containing 2.0 g of a 50% dispersion of sodium hydride in oil, for 0.5 hours at room temperature. Chloroacetonitrile (2.7 g) was added. The reaction mixture was stirred for 1 hour. The greater part of the dimethylformamide was evaporated under reduced pressure and the residue was treated with ether and water. The ether layer was separated and dried over magnesium sulphate. The product was recrystallized from a mixt...